The task is: describe an organic reaction: reactants, conditions, products, and yield. This data is from the Open Reaction Database (ORD), a public repository of structured organic reaction records. The reactants are [H][H] (hydrogen), 13.5, C(C)N(CCOC1CN(CCC1(OC)OC)CC1=CC=CC=C1)CC (N,N-diethyl-2-[[4,4-dimethoxy-1-(phenylmethyl)-3-piperidinyl]oxy]ethanamine). Reagents/catalysts: [Pd] (palladium-on-charcoal). Solvent: CO (methanol). Product: C(C)N(CCOC1CNCCC1(OC)OC)CC (N,N-diethyl-2-[(4,4-dimethoxy-3-piperidinyl)oxy]ethanamine), intermediate 109. Isolated yield 100.0%. RXN SMILES: [CH2:1]([N:3]([CH2:24][CH3:25])[CH2:4][CH2:5][O:6][CH:7]1[C:12]([O:15][CH3:16])([O:13][CH3:14])[CH2:11][CH2:10][N:9](CC2C=CC=CC=2)[CH2:8]1)[CH3:2].[H][H]>[Pd].CO>[CH2:24]([N:3]([CH2:1][CH3:2])[CH2:4][CH2:5][O:6][CH:7]1[C:12]([O:15][CH3:16])([O:13][CH3:14])[CH2:11][CH2:10][NH:9][CH2:8]1)[CH3:25]. Procedure: A mixture of 13.5 parts of N,N-diethyl-2-[[4,4-dimethoxy-1-(phenylmethyl)-3-piperidinyl]oxy]ethanamine and 120 parts of methanol was hydrogenated at normal pressure and at room temperature with 2 parts of palladium-on-charcoal catalyst 10%. After the calculated amount of hydrogen was taken up, the catalyst was filtered off and the filtrate was evaporated, yielding 10.5 parts (100%) of N,N-diethyl-2-[(4,4-dimethoxy-3-piperidinyl)oxy]ethanamine as a residue (intermediate 109). The reactants are CCCC[N+](CCCC)(CCCC)CCCC, CO, ClCCl, Ic1c[nH]c2ncc(N3CCOCC3)cc12, [Na+], [Na+], O=C([O-])O, [OH-], O=S(=O)([O-])O, O=S(=O)(Cl)c1ccccc1. Product: O=S(=O)(c1ccccc1)n1cc(I)c2cc(N3CCOCC3)cnc21. As a reaction SMILES: [CH2:39]([N+:40]([CH2:41][CH2:42][CH2:43][CH3:44])([CH2:45][CH2:46][CH2:47][CH3:48])[CH2:49][CH2:50][CH2:51][CH3:52])[CH2:53][CH2:54][CH3:55].[CH3:59][OH:60].[Cl:56][CH2:57][Cl:58].[I:13][c:14]1[cH:15][nH:16][c:17]2[n:18][cH:19][c:20]([N:23]3[CH2:24][CH2:25][O:26][CH2:27][CH2:28]3)[cH:21][c:22]12.[Na+:12].[Na+:33].[O-:29][C:30]([OH:31])=[O:32].[OH-:11].[S:34]([O-:35])([OH:36])(=[O:37])=[O:38].[c:1]1([S:7](=[O:8])(=[O:9])[Cl:10])[cH:2][cH:3][cH:4][cH:5][cH:6]1>>[c:1]1([S:7](=[O:8])(=[O:9])[n:16]2[cH:15][c:14]([I:13])[c:22]3[c:17]2[n:18][cH:19][c:20]([N:23]2[CH2:24][CH2:25][O:26][CH2:27][CH2:28]2)[cH:21]3)[cH:2][cH:3][cH:4][cH:5][cH:6]1. Starting materials: BrC(Br)(Br)Br, CCCCCCCCC=CCCCCCCCCO, CC#N, c1ccc(P(c2ccccc2)c2ccccc2)cc1. Product: CCCCCCCCC=CCCCCCCCCBr. RXN SMILES: [Br:39][C:40]([Br:41])([Br:42])[Br:43].[CH2:20]([CH2:21][CH2:22][CH2:23][CH2:24][CH2:25][CH2:26][CH2:27][CH:28]=[CH:29][CH2:30][CH2:31][CH2:32][CH2:33][CH2:34][CH2:35][CH2:36][CH3:37])[OH:38].[CH3:44][C:45]#[N:46].[c:1]1([P:2]([c:3]2[cH:4][cH:5][cH:6][cH:7][cH:8]2)[c:9]2[cH:10][cH:11][cH:12][cH:13][cH:14]2)[cH:15][cH:16][cH:17][cH:18][cH:19]1>>[CH2:20]([CH2:21][CH2:22][CH2:23][CH2:24][CH2:25][CH2:26][CH2:27][CH:28]=[CH:29][CH2:30][CH2:31][CH2:32][CH2:33][CH2:34][CH2:35][CH2:36][CH3:37])[Br:39]. Starting materials: C1CCOC1, CCOC(=O)C(Cc1ccccc1)NC(=O)c1cc2cc(Cl)ncc2[nH]1, [Na+], [OH-]. The product is O=C(NC(Cc1ccccc1)C(=O)O)c1cc2cc(Cl)ncc2[nH]1. Reaction SMILES: [CH2:29]1[O:30][CH2:31][CH2:32][CH2:33]1.[CH2:3]([CH3:4])[O:5][C:6]([CH:7]([CH2:8][c:9]1[cH:10][cH:11][cH:12][cH:13][cH:14]1)[NH:15][C:16](=[O:17])[c:18]1[cH:19][c:20]2[c:21]([cH:22][n:23][c:24]([Cl:26])[cH:25]2)[nH:27]1)=[O:28].[Na+:2].[OH-:1]>>[O:5]=[C:6]([CH:7]([CH2:8][c:9]1[cH:10][cH:11][cH:12][cH:13][cH:14]1)[NH:15][C:16](=[O:17])[c:18]1[cH:19][c:20]2[c:21]([cH:22][n:23][c:24]([Cl:26])[cH:25]2)[nH:27]1)[OH:28]. Reactants: C1(=CC=CC=C1)S(=O)(=O)C(C1=NC(=NO1)C(=O)N)(F)C1CC2=C(NC=3C=CC(=CC23)Cl)C1 ((RS,SR)-5-[benzenesulfonyl-(7-chloro-1,2,3,4-tetrahydro-cyclopenta[b]indol-2-yl)-fluoro-methyl]-[1,2,4]oxadiazole-3-carboxylic acid amide), P(=O)(Cl)(Cl)Cl (phosphorous oxychloride), P(=O)(Cl)(Cl)Cl (phosphorous oxychloride). Solvent: C(C)#N (acetonitrile). Conditions: temperature 50 celsius, time 1 hour. Product: C1(=CC=CC=C1)S(=O)(=O)C(C1=NC(=NO1)C#N)(F)C1CC2=C(NC=3C=CC(=CC23)Cl)C1 ((RS, SR)-5-[benzenesulfonyl-(7-chloro-1,2,3,4-tetrahydro-cyclopenta[b]indol-2-yl)-fluoro-methyl]-[1,2,4]oxadiazole-3-carbonitrile). The yield is 12.5%. RXN SMILES: [C:1]1([S:7]([C:10]([CH:20]2[CH2:32][C:23]3[NH:24][C:25]4[CH:26]=[CH:27][C:28]([Cl:31])=[CH:29][C:30]=4[C:22]=3[CH2:21]2)([F:19])[C:11]2[O:15][N:14]=[C:13]([C:16]([NH2:18])=O)[N:12]=2)(=[O:9])=[O:8])[CH:6]=[CH:5][CH:4]=[CH:3][CH:2]=1.P(Cl)(Cl)(Cl)=O>C(#N)C>[C:1]1([S:7]([C:10]([CH:20]2[CH2:32][C:23]3[NH:24][C:25]4[CH:26]=[CH:27][C:28]([Cl:31])=[CH:29][C:30]=4[C:22]=3[CH2:21]2)([F:19])[C:11]2[O:15][N:14]=[C:13]([C:16]#[N:18])[N:12]=2)(=[O:9])=[O:8])[CH:2]=[CH:3][CH:4]=[CH:5][CH:6]=1. Procedure: To a stirred solution of 170 mg (0.35 mmol) of (RS,SR)-5-[benzenesulfonyl-(7-chloro-1,2,3,4-tetrahydro-cyclopenta[b]indol-2-yl)-fluoro-methyl]-[1,2,4]oxadiazole-3-carboxylic acid amide in 2 mL acetonitrile at RT was added 0.5 mL phosphorous oxychloride. The dark brown solution was stirred for 1 hour and then the temperature was raised to 50° C. and stirred overnight. After cooling down to RT, 0.5 mL phosphorous oxychloride were added. The reaction mixture was stirred for 2 hours under reflux con... Starting materials: CCOC(=O)c1nc2cccc(CBr)c2o1, O=C([O-])[O-], CCOC(C)=O, CC(C)=O, [K+], [K+], Oc1ccc(OCc2ccc3ccccc3n2)cc1. Yields the product CCOC(=O)c1nc2cccc(COc3ccc(OCc4ccc5ccccc5n4)cc3)c2o1. Reaction SMILES: [Br:20][CH2:21][c:22]1[cH:23][cH:24][cH:25][c:26]2[n:27][c:28]([C:31](=[O:32])[O:33][CH2:34][CH3:35])[o:29][c:30]12.[C:36](=[O:37])([O-:38])[O-:39].[CH2:46]([O:47][C:48](=[O:49])[CH3:50])[CH3:51].[CH3:42][C:43](=[O:44])[CH3:45].[K+:40].[K+:41].[n:1]1[c:2]([CH2:11][O:12][c:13]2[cH:14][cH:15][c:16]([OH:19])[cH:17][cH:18]2)[cH:3][cH:4][c:5]2[cH:6][cH:7][cH:8][cH:9][c:10]12>>[n:1]1[c:2]([CH2:11][O:12][c:13]2[cH:14][cH:15][c:16]([O:19][CH2:21][c:22]3[cH:23][cH:24][cH:25][c:26]4[n:27][c:28]([C:31](=[O:32])[O:33][CH2:34][CH3:35])[o:29][c:30]34)[cH:17][cH:18]2)[cH:3][cH:4][c:5]2[cH:6][cH:7][cH:8][cH:9][c:10]12. The reactants are C(C)OC(=O)C1=NC(=CC(=C1)OCCCN=[N+]=[N-])C(=O)OCC (Diethyl-4-(3-azidopropoxy)-2,6-pyridinedicarboxylate), [OH-].[Na+] (sodium hydroxide), Cl (hydrochloric acid). Solvent: O (water). Conditions: temperature 10 celsius. Yields the product N(=[N+]=[N-])CCCOC1=CC(=NC(=C1)C(=O)O)C(=O)O (4-(3-azidopropoxy)-pyridine-2,6-dicarboxylic acid). The yield is 75.0%. As a reaction SMILES: C([O:3][C:4]([C:6]1[CH:11]=[C:10]([O:12][CH2:13][CH2:14][CH2:15][N:16]=[N+:17]=[N-:18])[CH:9]=[C:8]([C:19]([O:21]CC)=[O:20])[N:7]=1)=[O:5])C.[OH-].[Na+].Cl>O>[N:16]([CH2:15][CH2:14][CH2:13][O:12][C:10]1[CH:9]=[C:8]([C:19]([OH:21])=[O:20])[N:7]=[C:6]([C:4]([OH:5])=[O:3])[CH:11]=1)=[N+:17]=[N-:18] |f:1.2|. Procedure: Diethyl-4-(3-azidopropoxy)-2,6-pyridinedicarboxylate, prepared above, (11.0 g, 34 mmol) was treated with a solution of sodium hydroxide (4.0 g, 0.10 mol) in water (120 mL) at 90-100° C. for 40 min. The reaction mixture was cooled to 10° C. and acidified to pH 1-2 with concentrated hydrochloric acid. The mixture was heated to dissolve the resulting white precipitate. Upon cooling 6.8 g (75%) of the title compound was obtained as white crystals. The reactants are C(C1=CC=CC=C1)NC1=C2N=CN(C2=NC(=N1)F)C(C)C (benzyl-(2-fluoro-9-isopropyl-9H-purin-6-yl)-amine), CCN(C(C)C)C(C)C (DIEA), CCCCO.CS(=O)C (n-BuOH DMSO), C(Cl)Cl.CCOCC.CO (DCM ether MeOH), (3RS,4)-4-amino-hexan-3-ol. Conditions: time 72 hour. Product: C(C1=CC=CC=C1)NC1=C2N=CN(C2=NC(=N1)N[C@H](C(CC)O)CC)C(C)C ((3RS,4S)-4-(6-Benzylamino-9-isopropyl-9H-purin-2-ylamino)-hexan-3-ol). Reaction SMILES: [CH2:1]([NH:8][C:9]1[N:17]=[C:16](F)[N:15]=[C:14]2[C:10]=1[N:11]=[CH:12][N:13]2[CH:19]([CH3:21])[CH3:20])[C:2]1[CH:7]=[CH:6][CH:5]=[CH:4][CH:3]=1.CC[N:24](C(C)C)C(C)C.C(Cl)Cl.CCO[CH2:37][CH3:38].CO.[CH3:41][CH2:42][CH2:43][CH2:44][OH:45].CS(C)=O>>[CH2:1]([NH:8][C:9]1[N:17]=[C:16]([NH:24][C@@H:43]([CH2:42][CH3:41])[CH:44]([OH:45])[CH2:37][CH3:38])[N:15]=[C:14]2[C:10]=1[N:11]=[CH:12][N:13]2[CH:19]([CH3:21])[CH3:20])[C:2]1[CH:7]=[CH:6][CH:5]=[CH:4][CH:3]=1 |f:2.3.4,5.6|. Procedure details: To a stirred solution of benzyl-(2-fluoro-9-isopropyl-9H-purin-6-yl)-amine (40 mg, 1 eq, 0.14 mmol) in n-BuOH/DMSO (3.75 mL, 4:1) at room temperature under an argon atmosphere was added DIEA (0.24 mL, 9.8 eq, 1.38 mmol) followed by (3RS,4)-4-amino-hexan-3-ol (110 mg, 6.7 eq, 0.93 mmol). The reaction mixture was placed in a preheated oil bath at 140° C. and stirred at this temperature for 72 h, when TLC DCM:ether:MeOH (55:40:5) indicated that the reaction had gone to completion. The reaction mixt...